Dataset: the Open Reaction Database (ORD), a public repository of structured organic reaction records. Task: describe an organic reaction: reactants, conditions, products, and yield Starting materials: OC1=CC(=C(C(=C1)C)C1C(CCCC1=O)=O)C (2-(4-hydroxy-2,6-dimethylphenyl)cyclohexane-1,3-dione), ClC1=NC2=CC=C(C=C2C=C1)Cl (2,6-dichloroquinoline), C([O-])([O-])=O.[K+].[K+] (potassium carbonate), CN(C=O)C (N,N-dimethylformamide). Run in C(C)(=O)OCC (ethyl acetate), Cl (hydrochloric acid). Run at temperature 140 celsius. The product is ClC=1C=C2C=C(C=NC2=CC1)OC1=CC(=C(C(=C1)C)C1C(CCCC1=O)=O)C (2-[4-(6-chloroquinolin-3-yloxy)-2,6-dimethylphenyl]cyclohexane-1,3-dione). RXN SMILES: [OH:1][C:2]1[CH:7]=[C:6]([CH3:8])[C:5]([CH:9]2[C:14](=[O:15])[CH2:13][CH2:12][CH2:11][C:10]2=[O:16])=[C:4]([CH3:17])[CH:3]=1.Cl[C:19]1[CH:28]=[CH:27][C:26]2[C:21](=[CH:22][CH:23]=[C:24]([Cl:29])[CH:25]=2)[N:20]=1.C(=O)([O-])[O-].[K+].[K+].CN(C)C=O>C(OCC)(=O)C.Cl>[Cl:29][C:24]1[CH:25]=[C:26]2[C:21](=[CH:22][CH:23]=1)[N:20]=[CH:19][C:28]([O:1][C:2]1[CH:3]=[C:4]([CH3:17])[C:5]([CH:9]3[C:14](=[O:15])[CH2:13][CH2:12][CH2:11][C:10]3=[O:16])=[C:6]([CH3:8])[CH:7]=1)=[CH:27]2 |f:2.3.4|. Reported procedure: To a mixture of 2-(4-hydroxy-2,6-dimethylphenyl)cyclohexane-1,3-dione (0.200 g, 0.0009 mol), 2,6-dichloroquinoline (0.170 g, 0.0009 mol) and potassium carbonate (0.350 g, 0.0025 mol) is added N,N-dimethylformamide (3 ml), and the mixture is heated at 140° C. for 40 minutes under microwave irradiation. The reaction mixture is then diluted with ethyl acetate (20 ml) and 2M hydrochloric acid (20 ml), and the organic phase is separated, dried over magnesium sulfate and evaporated under reduced press... Solvent: O1CCCC1 (tetrahydrofuran), O1CCCC1 (tetrahydrofuran), [OH-].[Na+] (sodium hydroxide), [OH-].[Na+] (sodium hydroxide). Product: C(N)(=O)C(CCCCCCC(=O)OCC)CCCC(CCCCC)(C)O (Ethyl 8-Carbamoyl-12-hydroxy-12-methylheptadecanoate). Procedure details: Mercuric acetate (3.8 g., 0.012 mole) is dissolved in water (12 ml.) and tetrahydrofuran (20 ml.) is added to give a suspension of a yellow solid. Then, ethyl 8-carbamoyl-12-methyl-11-heptadecenoate (4.2 g., 0.012 mole) in tetrahydrofuran (20 ml.) is added, and the mixture stirred at room temperature for 24 hours. After 6 hours, the yellow suspended solid has disappeared and a cloudy solution results. To the solution is added 3M sodium hydroxide solution (12 ml.), followed by 0.5M sodium borohyd... Reaction SMILES: [C:1]([CH:4]([CH2:16][CH2:17][CH:18]=[C:19]([CH3:25])[CH2:20][CH2:21][CH2:22][CH2:23][CH3:24])[CH2:5][CH2:6][CH2:7][CH2:8][CH2:9][CH2:10][C:11]([O:13][CH2:14][CH3:15])=[O:12])(=[O:3])[NH2:2].[BH4-].[Na+].[OH2:28]>O1CCCC1.[OH-].[Na+]>[C:1]([CH:4]([CH2:16][CH2:17][CH2:18][C:19]([OH:28])([CH3:25])[CH2:20][CH2:21][CH2:22][CH2:23][CH3:24])[CH2:5][CH2:6][CH2:7][CH2:8][CH2:9][CH2:10][C:11]([O:13][CH2:14][CH3:15])=[O:12])(=[O:3])[NH2:2] |f:1.2,5.6|. Conditions: time 24 hour. The reactants are [BH4-].[Na+] (sodium borohydride), C(N)(=O)C(CCCCCCC(=O)OCC)CCC=C(CCCCC)C (ethyl 8-carbamoyl-12-methyl-11-heptadecenoate), Mercuric acetate, O (water). The reactants are [OH-].[Na+] (NaOH), ClC(=O)OC (Methyl chloroformate), N[C@@H]([C@H](O)C)C(=O)O (L-Threonine), C([O-])([O-])=O.[Na+].[Na+] (sodium carbonate). Run at temperature 0 celsius, time 15 hour. Product: O[C@@H]([C@@H](C(=O)O)NC(=O)OC)C ((2S,3R)-3-hydroxy-2-(methoxycarbonylamino)butanoic acid). The yield is 538.6%. Reaction SMILES: [OH-].[Na+].[NH2:3][C@H:4]([C:8]([OH:10])=[O:9])[C@@H:5]([CH3:7])[OH:6].C(=O)([O-])[O-].[Na+].[Na+].Cl[C:18]([O:20][CH3:21])=[O:19]>>[OH:6][C@H:5]([CH3:7])[C@H:4]([NH:3][C:18]([O:20][CH3:21])=[O:19])[C:8]([OH:10])=[O:9] |f:0.1,3.4.5|. Procedure: An aqueous NaOH (1 M, 167 mL) solution is added, while stirring, to L-Threonine (20 g, 30.5 mmol) in a round bottom flask (1 L). To this solution was added sodium carbonate (9.8 g, 92.3 mmol). The flask is cooled to 0° C. in an ice-water bath. Methyl chloroformate (14.3 mL, 184.7 mmol) is added drop wise and the reaction mixture is allowed to stir for 15 hours and reach room temperature. The reaction mixture is washed with CH2Cl2 (3×50 mL), and the aqueous layer is contained in a round bottom fl... Reactants: CC(=O)OC(C)=O, O, O, O, O=C(O)c1cc2ccccc2nc1C(=O)O. The product is O=C1OC(=O)c2nc3ccccc3cc21. Reaction SMILES: [CH3:20][C:21]([O:22][C:23](=[O:24])[CH3:25])=[O:26].[OH2:1].[OH2:2].[OH2:3].[n:4]1[c:5]([C:17](=[O:18])[OH:19])[c:6]([C:14](=[O:15])[OH:16])[cH:7][c:8]2[cH:9][cH:10][cH:11][cH:12][c:13]12>>[n:4]1[c:5]2[c:6]([cH:7][c:8]3[cH:9][cH:10][cH:11][cH:12][c:13]13)[C:14](=[O:16])[O:19][C:17]2=[O:18]. Reactants: BrC1=C(C(=O)OCC)C=C(C=N1)C(Br)(Br)Br (Ethyl 2-bromo-5-tribromomethylnicotinate), CCO (EtOH), O (H2O). The reagents and catalysts are [N+](=O)([O-])[O-].[Ag+] (AgNO3). Reaction conditions: time 1 hour. Yields the product BrC1=NC=C(C=C1C(=O)OCC)C(=O)OCC (Diethyl 2-bromo-3,5-pyridinedicarboxylate). Isolated yield 78.0%. RXN SMILES: [Br:1][C:2]1[N:12]=[CH:11][C:10]([C:13](Br)(Br)Br)=[CH:9][C:3]=1[C:4]([O:6][CH2:7][CH3:8])=[O:5].[CH3:17][CH2:18][OH:19].[OH2:20]>[N+]([O-])([O-])=O.[Ag+]>[Br:1][C:2]1[C:3]([C:4]([O:6][CH2:7][CH3:8])=[O:5])=[CH:9][C:10]([C:13]([O:19][CH2:18][CH3:17])=[O:20])=[CH:11][N:12]=1 |f:3.4|. Reported procedure: A mixture of 7 (2.3 g, 0.005 mol), AgNO3 (2.5 g, 0.015 mol) and EtOH (25 mL) was heated on a steam bath. After 1 hour, H2O (25 mL) was added and the yellow solid filtered off. The solution was concentrated to dryness and the residue treated with H2O and extracted with CHCl3 (3X). The CHCl3 layers were washed with NaHSO3 solution, dried, filtered and concentrated to dryness to yield 0.8 g (78%) of 8; 1H NMR (CDCl3) 1.4δ(6H, t, J=7), 4.45 (4H, q, J=7), 8.6 (1H, d, J=3) and 9.0 (1H, d, J=3). Starting materials: alcohol, FC=1C=C2C(=NNC2=CC1)I (5-fluoro-3-iodo-indazole), BrCC(C)O (1-bromo-2-propanol), 11A, [Si](C)(C)(C(C)(C)C)Cl (TBDMS chloride). The reagents and catalysts are CN(C)C=1C=CN=CC1 (DMAP). Run in C(Cl)Cl (DCM). The product is O([Si](C)(C)C(C)(C)C)C(CN1N=C(C2=CC(=CC=C12)F)I)C (1-(2-tert-butyldimethylsiloxypropyl)-5-fluoro-3-iodo-1H-indazole). Isolated yield 31.0%. RXN SMILES: [F:1][C:2]1[CH:3]=[C:4]2[C:8](=[CH:9][CH:10]=1)[NH:7][N:6]=[C:5]2[I:11].Br[CH2:13][CH:14]([OH:16])[CH3:15].[Si:17](Cl)([C:20]([CH3:23])([CH3:22])[CH3:21])([CH3:19])[CH3:18]>CN(C1C=CN=CC=1)C.C(Cl)Cl>[O:16]([CH:14]([CH3:15])[CH2:13][N:7]1[C:8]2[C:4](=[CH:3][C:2]([F:1])=[CH:10][CH:9]=2)[C:5]([I:11])=[N:6]1)[Si:17]([C:20]([CH3:23])([CH3:22])[CH3:21])([CH3:19])[CH3:18]. Reported procedure: The title compound was prepared in 31% yield from 5-fluoro-3-iodo-indazole and 1-bromo-2-propanol according to the general procedure for Preparation 11A, followed by alcohol protection using TBDMS chloride (1.1 eq) and DMAP (1.1 eq) in DCM. The minor isomer was not isolated or characterized. 1H NMR (400 MHz, CDCl3): δ 0.06 (6H, s), 0.89 (9H, s), 2.07-2.13 (2H, m), 3.55 (2H, t, J=6.0 Hz), 4.49 (2H, t, J=6.0 Hz), 7.10 (1H, dd, J=2.4, 8.4 Hz), 7.18 (1H, td, J=2.4, 8.8 Hz), 7.40 (1H, dd, J=4.0, 8.8 ... The reactants are C(CCCCCCCCC)OC=1C=C2C=CC(=CC2=CC1)C#CC(C)OC(CC)=O (6-decyloxy-2-(3-propionyloxy-1-butynyl)naphthalene). The solvent is C(Cl)(Cl)Cl (chloroform). Product: C(CCCCCCCCC)OC=1C=C2C=CC(=CC2=CC1)CCC(C)OC(CC)=O (6-decyloxy-2-(3-propionyloxy-1-butyl)naphthalene). Yield: 98.5%. Reaction SMILES: [CH2:1]([O:11][C:12]1[CH:13]=[C:14]2[C:19](=[CH:20][CH:21]=1)[CH:18]=[C:17]([C:22]#[C:23][CH:24]([O:26][C:27](=[O:30])[CH2:28][CH3:29])[CH3:25])[CH:16]=[CH:15]2)[CH2:2][CH2:3][CH2:4][CH2:5][CH2:6][CH2:7][CH2:8][CH2:9][CH3:10]>C(Cl)(Cl)Cl>[CH2:1]([O:11][C:12]1[CH:13]=[C:14]2[C:19](=[CH:20][CH:21]=1)[CH:18]=[C:17]([CH2:22][CH2:23][CH:24]([O:26][C:27](=[O:30])[CH2:28][CH3:29])[CH3:25])[CH:16]=[CH:15]2)[CH2:2][CH2:3][CH2:4][CH2:5][CH2:6][CH2:7][CH2:8][CH2:9][CH3:10]. Reported procedure: In the same manner as above, 1.2 g (yield 98.5%) of 6-decyloxy-2-(3-propionyloxy-1-butyl)naphthalene, [α]D20 =-12.8° (c=1, chloroform), is obtained from 1.2 g (3 mmol) of optically active 6-decyloxy-2-(3-propionyloxy-1-butynyl)naphthalene. The reactants are FC(C(C(=O)OC)(C)C)(F)F (methyl 3,3,3-trifluoro-2,2-dimethylpropanoate), C(C)#N (acetonitrile). Conditions: temperature 70 celsius. Product: FC(C(C(CC#N)=O)(C)C)(F)F (5,5,5-trifluoro-4,4-dimethyl-3-oxopentanenitrile), FC(C(C(=O)O)(C)C)(F)F (3,3,3-trifluoro-2,2-dimethylpropionic acid). As a reaction SMILES: [F:1][C:2]([F:11])([F:10])[C:3]([CH3:9])([CH3:8])[C:4]([O:6]C)=[O:5].[C:12](#[N:14])[CH3:13]>>[F:1][C:2]([F:11])([F:10])[C:3]([CH3:9])([CH3:8])[C:4](=[O:5])[CH2:13][C:12]#[N:14].[F:1][C:2]([F:11])([F:10])[C:3]([CH3:9])([CH3:8])[C:4]([OH:6])=[O:5]. Reported procedure: Reaction was carried out in two separate batches, employing 3.85 g of methyl 3,3,3-trifluoro-2,2-dimethylpropanoate in each batch. To a stirred refluxing suspension of sodium hydride (1.41 g of a 60% dispersion in mineral oil, 35 mmol) in dry THF (30 mL) (under an argon atmosphere) was added a mixture of crude methyl 3,3,3-trifluoro-2,2-dimethylpropanoate (3.85 g) and dry acetonitrile (1.85 mL, 35 mmol), dropwise over the course of 45 mins. The resulting pale yellow suspension was heated at 70° ... Reactants: NC1=C(C=C(C=C1)C1=C(C=CC(=C1)C)S(=O)C1=C(C=C(C=C1)C)C1=CC(=C(C=C1)N)[N+](=O)[O-])[N+](=O)[O-] ((4-amino-3-nitrophenyl)-4-methylphenyl sulfoxide), BrC1=CC=C(C=C1)C1=C(C=CC(=C1[N+](=O)[O-])N)S(=O)C1=C(C(=C(C=C1)N)[N+](=O)[O-])C1=CC=C(C=C1)Br (4-bromophenyl-(4-amino-3-nitrophenyl) sulfoxide). Product: BrC1=CC=C(C=C1)C1=C(C=CC(=C1N)N)S(=O)C1=C(C(=C(C=C1)N)N)C1=CC=C(C=C1)Br (4-Bromophenyl-3,4-diaminophenyl sulfoxide). As a reaction SMILES: NC1C=CC(C2C=C(C)C=CC=2S(C2C=CC(C)=CC=2C2C=CC(N)=C([N+]([O-])=O)C=2)=O)=CC=1[N+]([O-])=O.[Br:37][C:38]1[CH:43]=[CH:42][C:41]([C:44]2[C:49]([N+:50]([O-])=O)=[C:48]([NH2:53])[CH:47]=[CH:46][C:45]=2[S:54]([C:56]2[CH:61]=[CH:60][C:59]([NH2:62])=[C:58]([N+:63]([O-])=O)[C:57]=2[C:66]2[CH:71]=[CH:70][C:69]([Br:72])=[CH:68][CH:67]=2)=[O:55])=[CH:40][CH:39]=1>>[Br:37][C:38]1[CH:39]=[CH:40][C:41]([C:44]2[C:49]([NH2:50])=[C:48]([NH2:53])[CH:47]=[CH:46][C:45]=2[S:54]([C:56]2[CH:61]=[CH:60][C:59]([NH2:62])=[C:58]([NH2:63])[C:57]=2[C:66]2[CH:71]=[CH:70][C:69]([Br:72])=[CH:68][CH:67]=2)=[O:55])=[CH:42][CH:43]=1. Procedure: Following the procedure described in Example 2 but using as a starting material instead of (4-amino-3-nitrophenyl)-4-methylphenyl sulfoxide a corresponding amount of 4-bromophenyl-(4-amino-3-nitrophenyl) sulfoxide, the title compound is obtained.